This data is from the Open Reaction Database (ORD), a public repository of structured organic reaction records. The task is: describe an organic reaction: reactants, conditions, products, and yield Starting materials: OCN1C(C=2C(C1=O)=CC=CC2)=O (N-(hydroxymethyl)phthalimide), CC1=CC(=O)OC(O1)(C)C (2,2,6-trimethyl-1,3-dioxen-4-one). Run in C1(=CC=CC=C1)C (toluene). Yields the product C(CC(=O)C)(=O)OCN1C(C=2C(C1=O)=CC=CC2)=O (1-Phthalimidomethyl acetoacetate). The yield is 97.8%. Reaction SMILES: [OH:1][CH2:2][N:3]1[C:7](=[O:8])[C:6]2=[CH:9][CH:10]=[CH:11][CH:12]=[C:5]2[C:4]1=[O:13].[CH3:14][C:15]1[O:21]C(C)(C)O[C:17](=[O:18])[CH:16]=1>C1(C)C=CC=CC=1>[C:17]([O:1][CH2:2][N:3]1[C:4](=[O:13])[C:5]2=[CH:12][CH:11]=[CH:10][CH:9]=[C:6]2[C:7]1=[O:8])(=[O:18])[CH2:16][C:15]([CH3:14])=[O:21]. Reported procedure: A solution of 10.0 g (0.056 mol) of N-(hydroxymethyl)phthalimide and 8.02 g (0.056 mol) of 2,2,6-trimethyl-1,3-dioxen-4-one in 100 ml of toluene was refluxed for 24 hours under nitrogen. Recrystallization in ethyl acetate gives 14.3 g (97%) of an off-white solid: mp 106°-109° C.; NMR (CDCl3) 7.6 (4H,m), 5.6 (2H,s), 3.4 (2H,s), 2.18 (3H,s);